Dataset: the Open Reaction Database (ORD), a public repository of structured organic reaction records. Task: describe an organic reaction: reactants, conditions, products, and yield Reactants: IC=1N=C(C=2N=CN([C@H]3[C@H](O)[C@H](O)[C@@H](CO)O3)C2N1)N (2-iodo adenosine), FC=1C=C(C=C(C1)F)B(O)O (3,5-difluorophenylboronic acid), C([O-])([O-])=O.[Cs+].[Cs+] (cesium carbonate). The reagents and catalysts are C=1C=CC(=CC1)[P](C=2C=CC=CC2)(C=3C=CC=CC3)[Pd]([P](C=4C=CC=CC4)(C=5C=CC=CC5)C=6C=CC=CC6)([P](C=7C=CC=CC7)(C=8C=CC=CC8)C=9C=CC=CC9)[P](C=1C=CC=CC1)(C=1C=CC=CC1)C=1C=CC=CC1 (Pd(PPh3)4). Run in C1(=CC=CC=C1)C (toluene), C(C)O (ethanol). The product is NC1=C2N=CN(C2=NC(=N1)C1=CC(=CC(=C1)F)F)[C@@H]1O[C@@H]([C@H]([C@H]1O)O)CO ((2R,3R,4S,5R)-2-[6-amino-2-(3,5-difluorophenyl)-9H-purin-9-yl]-5-(hydroxymethyl)tetrahydrofuran-3,4-diol). Yield: 8.7%. RXN SMILES: I[C:2]1[N:3]=[C:4]([NH2:20])[C:5]2[N:6]=[CH:7][N:8]([C:18]=2[N:19]=1)[C@@H:9]1[O:17][C@H:14]([CH2:15][OH:16])[C@@H:12]([OH:13])[C@H:10]1[OH:11].[F:21][C:22]1[CH:23]=[C:24](B(O)O)[CH:25]=[C:26]([F:28])[CH:27]=1.C(=O)([O-])[O-].[Cs+].[Cs+]>C1(C)C=CC=CC=1.C(O)C.C1C=CC([P]([Pd]([P](C2C=CC=CC=2)(C2C=CC=CC=2)C2C=CC=CC=2)([P](C2C=CC=CC=2)(C2C=CC=CC=2)C2C=CC=CC=2)[P](C2C=CC=CC=2)(C2C=CC=CC=2)C2C=CC=CC=2)(C2C=CC=CC=2)C2C=CC=CC=2)=CC=1>[NH2:20][C:4]1[N:3]=[C:2]([C:24]2[CH:23]=[C:22]([F:21])[CH:27]=[C:26]([F:28])[CH:25]=2)[N:19]=[C:18]2[C:5]=1[N:6]=[CH:7][N:8]2[C@H:9]1[C@H:10]([OH:11])[C@H:12]([OH:13])[C@@H:14]([CH2:15][OH:16])[O:17]1 |f:2.3.4,^1:51,53,72,91|. Procedure details: A solution of 2-iodo adenosine (200 mg, 0.51 mmol), 3,5-difluorophenylboronic acid (150 mg, 0.95 mmol), cesium carbonate (364 mg, 1.12 mmol) and Pd(PPh3)4 (59 mg, 0.051 mmol) in toluene (1.2 mL) and ethanol (2.4 mL) was heated in a Biotage microwave (120° C., absorption high, pre-stirring 15 s) for 40 min. The solvents were then removed in vacuo and the residue dissolved in EtOAc (20 mL) and washed with sat. aq. NaHCO3 (20 mL×2) and brine (20 mL) and dried over MgSO4. Purification by reverse pha... Starting materials: aliphatic-ring-H, [Cl-].[Cl-].C[SiH](C)[Zr+2](C1CCC2CC=CC=C12)C1CCC2CC=CC=C12 (rac-dimethylsilyl-bis (tetrahydroindenyl) zirconium dichloride), ZrCl2, C(CCC)[Sn](CCCC)(CCCC)F (tributyltin fluoride). Solvent: ClCCl (dichloromethane). Conditions: time 1 hour. The product is [F-].[F-].C[SiH](C)[Zr+2](C1CCC2CC=CC=C12)C1CCC2CC=CC=C12 (rac-dimethylsilylbis (tetrahydroindenyl) zirconium difluoride). Reaction SMILES: [Cl-].[Cl-].[CH3:3][SiH:4]([Zr+2:6]([CH:16]1[C:24]2[CH:19]([CH2:20][CH:21]=[CH:22][CH:23]=2)[CH2:18][CH2:17]1)[CH:7]1[C:15]2[CH:10]([CH2:11][CH:12]=[CH:13][CH:14]=2)[CH2:9][CH2:8]1)[CH3:5].C([Sn]([F:38])(CCCC)CCCC)CCC>ClCCl>[F-:38].[F-:38].[CH3:5][SiH:4]([Zr+2:6]([CH:7]1[C:15]2[CH:10]([CH2:11][CH:12]=[CH:13][CH:14]=2)[CH2:9][CH2:8]1)[CH:16]1[C:24]2[CH:19]([CH2:20][CH:21]=[CH:22][CH:23]=2)[CH2:18][CH2:17]1)[CH3:3] |f:0.1.2,5.6.7|. Procedure: To a murky green-yellow solution of rac-dimethylsilyl-bis (tetrahydroindenyl) zirconium dichloride [DMS bis (THI) ZrCl2] (1.00 g, 2.19 mmol, 1.00 eq.) in dichloromethane (15 mL) was added tributyltin fluoride (1.42 g, 4.59 mmol, 2.10 eq.). The reaction lightened immediately. The reaction was stirred for one hour and was then filtered to give a straw-yellow solution and a small amount of brownish solid. The solution was then evaporated in vacuo, leaving a manila-colored, thick suspension. The sus... Reactants: CN(C(\C=C\C=1N=CNC1CCC)=O)C ((E)-N,N-dimethyl-3-(5-propyl-1H-imidazol-4-yl)-2-propenamide), [H][H] (hydrogen). Reagents/catalysts: [Pd]=O (palladium oxide). Solvent: C(C)O (ethanol), C(C)O (ethanol). Yields the product CN(C(CCC=1N=CNC1CCC)=O)C (N,N-Dimethyl-3-(5-propyl-1H-imidazol-4-yl)propanamide). Isolated yield 99.0%. As a reaction SMILES: [CH3:1][N:2]([CH3:15])[C:3](=[O:14])/[CH:4]=[CH:5]/[C:6]1[N:7]=[CH:8][NH:9][C:10]=1[CH2:11][CH2:12][CH3:13].[H][H]>C(O)C.[Pd]=O>[CH3:15][N:2]([CH3:1])[C:3](=[O:14])[CH2:4][CH2:5][C:6]1[N:7]=[CH:8][NH:9][C:10]=1[CH2:11][CH2:12][CH3:13]. Procedure details: A solution of (E)-N,N-dimethyl-3-(5-propyl-1H-imidazol-4-yl)-2-propenamide (500 mg) in ethanol (25 ml) was added to a suspension of pre-reduced 10% palladium oxide on carbon catalyst (150 mg, 50% paste with water) in ethanol (15 ml). The mixture was stirred in a hydrogen atmosphere for 2 h, then filtered (Hyflo) and evaporated to give the title compound (500 mg) as a colorless oil, t.l.c. on Et3N impregnated SiO2 (ethyl acetate:methanol 4:1), Rf 0.33. The reactants are CO, O=C(O)Cc1cccc(SC(F)(F)F)c1, O=S(=O)(O)O. The product is COC(=O)Cc1cccc(SC(F)(F)F)c1. Reaction SMILES: [CH3:21][OH:22].[F:1][C:2]([S:3][c:4]1[cH:5][c:6]([CH2:10][C:11](=[O:12])[OH:13])[cH:7][cH:8][cH:9]1)([F:14])[F:15].[S:16](=[O:17])(=[O:18])([OH:19])[OH:20]>>[F:1][C:2]([S:3][c:4]1[cH:5][c:6]([CH2:10][C:11]([O:12][CH3:21])=[O:13])[cH:7][cH:8][cH:9]1)([F:14])[F:15]. Starting materials: COC(CC1=NC(=C(C=C1C#N)F)Cl)=O ((6-chloro-3-cyano-5-fluoro-pyridin-2-yl)-acetic acid methyl ester), Cl (HCl). The solvent is O1CCOCC1 (dioxane). Conditions: temperature 65 celsius, time 2 hour. The product is ClC1=C(C=C(C(=N1)CC(=O)O)C#N)F ((6-Chloro-3-cyano-5-fluoro-pyridin-2-yl)-acetic acid), oil. The yield is 84.0%. RXN SMILES: C[O:2][C:3](=[O:15])[CH2:4][C:5]1[C:10]([C:11]#[N:12])=[CH:9][C:8]([F:13])=[C:7]([Cl:14])[N:6]=1.Cl>O1CCOCC1>[Cl:14][C:7]1[N:6]=[C:5]([CH2:4][C:3]([OH:15])=[O:2])[C:10]([C:11]#[N:12])=[CH:9][C:8]=1[F:13]. Procedure details: A mixture of (6-chloro-3-cyano-5-fluoro-pyridin-2-yl)-acetic acid methyl ester (9.36 g, 40.9 mmol), as prepared in the previous step, 4.0 M HCl (aq) (256 mL) and dioxane (51 mL) was vigorously stirred at 65° C. for 2 h. The homogeneous amber solution was then allowed to cool to rt, extracted with DCM (3×100 mL), dried (Na2SO4) and concentrated under reduced pressure at 45° C. to provide the title compound as a clear, dark amber oil (7.40 g, 84%). 1H-NMR (300 MHz, CDCl3) δ 7.75 (d, 1H), 4.11 (s, ... Starting materials: CC1(OCC(O1)C1CO1)C (2-(2,2-dimethyl-1,3-dioxolan-4-yl)ethylene oxide), [N-]=[N+]=[N-].[Na+] (sodium azide), [Cl-].[Na+] (sodium chloride). Run in O1CCOCC1 (dioxane), O (water), O1CCOCC1 (dioxane). Reaction conditions: temperature 60 celsius. Yields the product N(=[N+]=[N-])CC(O)C1OC(OC1)(C)C (2-Azido-(2,2-dimethyl-1,3-dioxolan-4-yl)ethanol). RXN SMILES: [N-:1]=[N+:2]=[N-:3].[Na+].[CH3:5][C:6]1([CH3:14])[O:10][CH:9]([CH:11]2[O:13][CH2:12]2)[CH2:8][O:7]1.[Cl-].[Na+]>O.O1CCOCC1>[N:1]([CH2:12][CH:11]([CH:9]1[CH2:8][O:7][C:6]([CH3:14])([CH3:5])[O:10]1)[OH:13])=[N+:2]=[N-:3] |f:0.1,3.4|. Procedure: 4.23 g of sodium azide is dissolved in a mixture of 50 ml of water and 100 ml of dioxane. The solution is heated to 60° C., 8.65 g of 2-(2,2-dimethyl-1,3-dioxolan-4-yl)ethylene oxide in 10 ml of dioxane is added dropwise thereto, and the mixture is heated for 2 hours to 80° C. After cooling, the aqueous phase is saturated with sodium chloride. The organic phase is separated, dried over sodium sulfate, and concentrated to dryness under vacuum. The residue is distilled with a water-jet aspirator. ...